This data is from the Open Reaction Database (ORD), a public repository of structured organic reaction records. The task is: describe an organic reaction: reactants, conditions, products, and yield The reactants are C=C(C)C(CC[C@@H](C)[C@H]1CC[C@H]2[C@@H]3CCC4CCCC[C@]4(C)[C@H]3CC[C@]12C)=O (cholestenone), C[C@H](CCCC(C)C)[C@H]1CC[C@@H]2[C@@]1(CC[C@H]3[C@H]2CC=C4[C@@]3(CC[C@@H](C4)O)C)C (epicholesterol). Yields the product C[C@H](CCCC(C)C)[C@H]1CC[C@@H]2[C@@]1(CC[C@H]3[C@H]2CC=C4[C@@]3(CC[C@@H](C4)O)C)C (epicholesterol), CC(C)CCC[C@@H](C)[C@H]1CC[C@H]2[C@@H]3CC=C4CC(CC[C@]4(C)[C@H]3CC[C@]12C)=O (5-cholesten-3-one). Reaction SMILES: C=C(C(=O)CC[C@H]([C@@H]1[C@]2(C)[C@H]([C@H]3[C@H](CC2)[C@]2(C)C(CCCC2)CC3)CC1)C)C.[CH3:29][C@@H:30]([C@@H:37]1[C@@:41]2([CH3:56])[CH2:42][CH2:43][C@@H:44]3[C@@:49]4([CH3:55])[CH2:50][CH2:51][C@H:52]([OH:54])[CH2:53][C:48]4=[CH:47][CH2:46][C@H:45]3[C@@H:40]2[CH2:39][CH2:38]1)[CH2:31][CH2:32][CH2:33][CH:34]([CH3:36])[CH3:35]>>[CH3:29][C@@H:30]([C@@H:37]1[C@@:41]2([CH3:56])[CH2:42][CH2:43][C@@H:44]3[C@@:49]4([CH3:55])[CH2:50][CH2:51][C@H:52]([OH:54])[CH2:53][C:48]4=[CH:47][CH2:46][C@H:45]3[C@@H:40]2[CH2:39][CH2:38]1)[CH2:31][CH2:32][CH2:33][CH:34]([CH3:35])[CH3:36].[CH3:36][CH:34]([CH2:33][CH2:32][CH2:31][C@H:30]([C@@H:37]1[C@:41]2([CH3:56])[C@H:40]([C@H:45]3[C@H:44]([CH2:43][CH2:42]2)[C@:49]2([CH3:55])[C:48]([CH2:53][C:52](=[O:54])[CH2:51][CH2:50]2)=[CH:47][CH2:46]3)[CH2:39][CH2:38]1)[CH3:29])[CH3:35]. Procedure details: The optimum pH for the production of cholestenone when epicholesterol is used as the substrate, is 8-12. The optimum pH when epicholesterol is produced from 5-cholesten-3-one, is 4-5. [Determined at 37° C. using various pH buffer, 0.1M acetate/hydrochloride buffer (pH 2-4), 0.1 M phosphate/citrate buffer (pH 4-7), 0.1 M Tris-HCl buffer (pH 7-9), and 0.1 M glycine/sodium hydroxide buffer (pH 9-12), each containing 1 mM dithiothreitol]. Starting materials: COC=1C=C2C=CC(=CC2=CC1)C(O)C1=CN=CS1 ((6-methoxynaphthalen-2-yl)(thiazol-5-yl)methanol). Reagents/catalysts: [O-2].[O-2].[Mn+4] (manganese dioxide). Solvent: ClCCl (dichloromethane). Run at time 3 hour. Yields the product COC=1C=C2C=CC(=CC2=CC1)C(=O)C1=CN=CS1 ((6-Methoxynaphthalen-2-yl)(thiazol-5-yl)ketone). Isolated yield 86.1%. Reaction SMILES: [CH3:1][O:2][C:3]1[CH:4]=[C:5]2[C:10](=[CH:11][CH:12]=1)[CH:9]=[C:8]([CH:13]([C:15]1[S:19][CH:18]=[N:17][CH:16]=1)[OH:14])[CH:7]=[CH:6]2>ClCCl.[O-2].[O-2].[Mn+4]>[CH3:1][O:2][C:3]1[CH:4]=[C:5]2[C:10](=[CH:11][CH:12]=1)[CH:9]=[C:8]([C:13]([C:15]1[S:19][CH:18]=[N:17][CH:16]=1)=[O:14])[CH:7]=[CH:6]2 |f:2.3.4|. Procedure details: (6-methoxynaphthalen-2-yl)(thiazol-5-yl)methanol (2.0 g) was dissolved in dichloromethane (30 ml). To the solution was added manganese dioxide (6.0 g), and the mixture was stirred at room temperature for 3 h. The mixture was filtered with celite and the cake was rinsed with dichloromethane. The filtrate was concentrated and the obtained residue was recrystallized from ethyl acetate to give the titled compound (1.71 g) as a pale yellow powder.